From a dataset of the Open Reaction Database (ORD), a public repository of structured organic reaction records. describe an organic reaction: reactants, conditions, products, and yield RXN SMILES: [C:1]([C:3]1[N:8]=[CH:7][C:6]([CH3:9])=[CH:5][CH:4]=1)#[N:2].C(OOC(=O)C1C=CC=CC=1)(=O)C1C=CC=CC=1.[Br:28]N1C(=O)CCC1=O>C(Cl)(Cl)(Cl)Cl>[C:1]([C:3]1[N:8]=[CH:7][C:6]([CH2:9][Br:28])=[CH:5][CH:4]=1)#[N:2]. The product is C(#N)C1=CC=C(C=N1)CBr (6-Cyano-3-picolylbromide). Reactants: C(#N)C1=CC=C(C=N1)C (6-cyano-3-picoline), C(C1=CC=CC=C1)(=O)OOC(C1=CC=CC=C1)=O (benzoylperoxide), BrN1C(CCC1=O)=O (N-bromosuccinimide). The yield is 50.8%. Procedure: A mixture of 6-cyano-3-picoline (1.32 g, 11.19 mmol), benzoylperoxide (0.54 g, 2.24 mmol), and N-bromosuccinimide (2.8 g, 15.7 mmol) in carbontetrachloride (30 mL) was heated at reflux for 2 h. The resulting suspension was filtered and the filtrate diluted with dichloromethane (400 mL), washed with a saturated sodium bicarbonate solution, dried over magnesium sulfate, and concentrated in vacuo. The residue was purified by column chromatography (EtOAc:n-hexane, 1:9) to give the title compound as ... The solvent is C(Cl)(Cl)(Cl)Cl (carbontetrachloride). The reactants are CS(=O)(=O)C1=NNC2=CC=CC=C12 (3-(methylsulfonyl)-1H-indazole), ClC1=CC2=C(N(C(=N2)CCl)CCCS(=O)(=O)C)C=C1 (5-chloro-2-(chloromethyl)-1-(3-(methylsulfonyl)propyl)-1H-benzo[d]imidazole), ClC1=CC2=C(N(C(=N2)CCl)CCCS(=O)(=O)C)C=C1 (5-chloro-2-(chloromethyl)-1-(3-(methylsulfonyl)propyl)-1H-benzo[d]imidazole). The product is ClC1=CC2=C(N(C(=N2)CN2N=C(C3=CC=CC=C23)S(=O)(=O)C)CCCS(=O)(=O)C)C=C1 (1-({5-chloro-1-[3-(methylsulfonyl)propyl]-1H-benzimidazol-2-yl}methyl)-3-(methylsulfonyl)-1H-indazole). As a reaction SMILES: [CH3:1][S:2]([C:5]1[C:13]2[C:8](=[CH:9][CH:10]=[CH:11][CH:12]=2)[NH:7][N:6]=1)(=[O:4])=[O:3].[Cl:14][C:15]1[CH:32]=[CH:31][C:18]2[N:19]([CH2:24][CH2:25][CH2:26][S:27]([CH3:30])(=[O:29])=[O:28])[C:20]([CH2:22]Cl)=[N:21][C:17]=2[CH:16]=1>>[Cl:14][C:15]1[CH:32]=[CH:31][C:18]2[N:19]([CH2:24][CH2:25][CH2:26][S:27]([CH3:30])(=[O:28])=[O:29])[C:20]([CH2:22][N:7]3[C:8]4[C:13](=[CH:12][CH:11]=[CH:10][CH:9]=4)[C:5]([S:2]([CH3:1])(=[O:3])=[O:4])=[N:6]3)=[N:21][C:17]=2[CH:16]=1. Procedure: Example 1-8 was prepared in analogy to Example 1-2 by using above 3-(methylsulfonyl)-1H-indazole and 5-chloro-2-(chloromethyl)-1-(3-(methylsulfonyl)propyl)-1H-benzo[d]imidazole instead of 3-(methylsulfonyl)-1H-indol e and 5-chloro-2-(chloromethyl)-1-(3-(methylsulfonyl)propyl)-1H-benzo[d]imidazole. Reactants: C(C)(C)(C)OC(=O)N1CCC=CC1 (3,6-dihydro-2H-pyridine-1-carboxylic acid tert-butyl ester), C1=CC(=CC(=C1)Cl)C(=O)OO (mCPBA), CCOC(=O)C.CCCCCC (EtOAc Hexane). Solvent: C(Cl)Cl (methylene chloride). Run at time 8 hour. Yields the product C12CN(CCC2O1)C(=O)O (7-oxa-3-aza-bicyclo[4.1.0]heptane-3-carboxylic acid). RXN SMILES: C([O:5][C:6]([N:8]1[CH2:13][CH:12]=[CH:11][CH2:10][CH2:9]1)=[O:7])(C)(C)C.C1C=C(Cl)C=C(C(OO)=[O:22])C=1.CCOC(C)=O.CCCCCC>C(Cl)Cl>[CH:10]12[O:22][CH:11]1[CH2:12][CH2:13][N:8]([C:6]([OH:5])=[O:7])[CH2:9]2 |f:2.3|. Procedure details: To a stirred solution of 3,6-dihydro-2H-pyridine-1-carboxylic acid tert-butyl ester (Aldrich, 15.99 g, 87.28 mmol) in methylene chloride (600 mL) at 0° C., mCPBA (Aldrich, 29.4 g, 77%, 131 mmol) was added and the mixture was stirred overnight. The reaction was quenched with 10% Na2S2O3 and the organic layer was separated and washed with 5% sodium carbonate, brine and water and dried over sodium sulfate and concentrated to give a light yellow oil, which was chromatographied (10% EtOAc/Hexane) to ...